Dataset: the Open Reaction Database (ORD), a public repository of structured organic reaction records. Task: describe an organic reaction: reactants, conditions, products, and yield Reactants: COC(=O)C(N)Cc1ccc(O)cc1, C(=NC1CCCCC1)=NC1CCCCC1, ClCCl, O=C(O)CCc1ccc(O)cc1. The product is COC(=O)C(Cc1ccc(O)cc1)NC(=O)CCc1ccc(O)cc1. As a reaction SMILES: [CH3:13][O:14][C:15]([CH:16]([CH2:17][c:18]1[cH:19][cH:20][c:21]([OH:24])[cH:22][cH:23]1)[NH2:25])=[O:26].[CH:27]1([N:28]=[C:29]=[N:30][CH:31]2[CH2:32][CH2:33][CH2:34][CH2:35][CH2:36]2)[CH2:37][CH2:38][CH2:39][CH2:40][CH2:41]1.[Cl:42][CH2:43][Cl:44].[OH:1][c:2]1[cH:3][cH:4][c:5]([CH2:8][CH2:9][C:10](=[O:11])[OH:12])[cH:6][cH:7]1>>[OH:1][c:2]1[cH:3][cH:4][c:5]([CH2:8][CH2:9][C:10](=[O:11])[NH:25][CH:16]([C:15]([O:14][CH3:13])=[O:26])[CH2:17][c:18]2[cH:19][cH:20][c:21]([OH:24])[cH:22][cH:23]2)[cH:6][cH:7]1. Reactants: COC1=CCC2=C(CCC3C2CCC2(C)C3CCC23CC(O)CO3)C1, CC(=O)O, O. The product is CC12CCC3C4=C(CCC3C1CCC21CC(O)CO1)CC(=O)CC4. Reaction SMILES: [CH3:1][O:2][C:3]1=[CH:20][CH2:19][C:18]2=[C:5]([CH2:4]1)[CH2:6][CH2:7][CH:8]1[CH:9]3[CH2:10][CH2:11][C:12]4([C:13]3([CH3:14])[CH2:15][CH2:16][CH:17]12)[O:21][CH2:22][CH:23]([OH:25])[CH2:24]4.[CH3:26][C:27](=[O:28])[OH:29].[OH2:30]>>[O:2]=[C:3]1[CH2:4][C:5]2=[C:18]([CH:17]3[CH:8]([CH2:7][CH2:6]2)[CH:9]2[CH2:10][CH2:11][C:12]4([C:13]2([CH3:14])[CH2:15][CH2:16]3)[O:21][CH2:22][CH:23]([OH:25])[CH2:24]4)[CH2:19][CH2:20]1. Run at time 30 minute. Reactants: [H-].[Na+] (sodium hydride), OCC(CS(=O)(=O)N)(C)C (3-hydroxy-2,2-dimethyl-1-propanesulfonamide), ClC1=NN2C(C=3CCCCC13)=NC=C2 (6-chloro-7,8,9,10-tetrahydroimidazo[2,1-a]phthalazine). Procedure: 0.59 g of 60% oily sodium hydride was suspended in 20 ml of dimethylformamide. To this suspension, 1.18 g of 3-hydroxy-2,2-dimethyl-1-propanesulfonamide was added, followed by stirring at room temperature (15° to 20° C.) under reduced pressure for 30 minutes. To this mixture was added 1.35 g of 6-chloro-7,8,9,10-tetrahydroimidazo[2,1-a]phthalazine, followed by stirring at 60° C. for 1.5 hours. After dimethylformamide was distilled off under reduced pressure, ice water was added to the residue, w... Solvent: CN(C=O)C (dimethylformamide). As a reaction SMILES: [H-].[Na+].[OH:3][CH2:4][C:5]([CH3:12])([CH3:11])[CH2:6][S:7]([NH2:10])(=[O:9])=[O:8].Cl[C:14]1[C:23]2[CH2:22][CH2:21][CH2:20][CH2:19][C:18]=2[C:17]2=[N:24][CH:25]=[CH:26][N:16]2[N:15]=1>CN(C)C=O>[CH3:11][C:5]([CH3:12])([CH2:6][S:7](=[O:9])(=[O:8])[NH2:10])[CH2:4][O:3][C:14]1[C:23]2[CH2:22][CH2:21][CH2:20][CH2:19][C:18]=2[C:17]2=[N:24][CH:25]=[CH:26][N:16]2[N:15]=1 |f:0.1|. The product is CC(COC1=NN2C(C=3CCCCC13)=NC=C2)(CS(N)(=O)=O)C (6-(2,2-dimethyl-3-sulfamoyl-1-propoxy)-7,8,9,10-tetrahydroimidazo[2,1-a]phthalazine). Yield: 30.0%.